The task is: describe an organic reaction: reactants, conditions, products, and yield. This data is from the Open Reaction Database (ORD), a public repository of structured organic reaction records. As a reaction SMILES: [Br:1][c:2]1[c:3]([O:19][CH2:20][c:21]2[n:22]([CH3:26])[n:23][cH:24][n:25]2)[n:4][n:5]2[c:6](-[c:12]3[c:13]([F:18])[cH:14][cH:15][cH:16][cH:17]3)[n:7][n:8][c:9]([CH3:11])[c:10]12.[C:35](=[O:36])([O-:37])[O-:38].[C:41]([P:42]([C:43]([CH3:44])([CH3:45])[CH3:46])[C:47]([CH3:48])([CH3:49])[CH3:50])([CH3:51])([CH3:52])[CH3:53].[CH2:54]1[O:55][CH2:56][CH2:57][O:58][CH2:59]1.[Cs+:39].[Cs+:40].[O:62]=[C:63]([CH:64]=[CH:65][c:66]1[cH:67][cH:68][cH:69][cH:70][cH:71]1)[CH:72]=[CH:73][c:74]1[cH:75][cH:76][cH:77][cH:78][cH:79]1.[O:80]=[C:81]([CH:82]=[CH:83][c:84]1[cH:85][cH:86][cH:87][cH:88][cH:89]1)[CH:90]=[CH:91][c:92]1[cH:93][cH:94][cH:95][cH:96][cH:97]1.[O:98]=[C:99]([CH:100]=[CH:101][c:102]1[cH:103][cH:104][cH:105][cH:106][cH:107]1)[CH:108]=[CH:109][c:110]1[cH:111][cH:112][cH:113][cH:114][cH:115]1.[Pd:60].[Pd:61].[s:27]1[cH:28][c:29]([B:32]([OH:33])[OH:34])[cH:30][cH:31]1>>[c:2]1(-[c:29]2[cH:28][s:27][cH:31][cH:30]2)[c:3]([O:19][CH2:20][c:21]2[n:22]([CH3:26])[n:23][cH:24][n:25]2)[n:4][n:5]2[c:6](-[c:12]3[c:13]([F:18])[cH:14][cH:15][cH:16][cH:17]3)[n:7][n:8][c:9]([CH3:11])[c:10]12. The reactants are Cc1nnc(-c2ccccc2F)n2nc(OCc3ncnn3C)c(Br)c12, O=C([O-])[O-], CC(C)(C)P(C(C)(C)C)C(C)(C)C, C1COCCO1, [Cs+], [Cs+], O=C(C=Cc1ccccc1)C=Cc1ccccc1, O=C(C=Cc1ccccc1)C=Cc1ccccc1, O=C(C=Cc1ccccc1)C=Cc1ccccc1, [Pd], [Pd], OB(O)c1ccsc1. The product is Cc1nnc(-c2ccccc2F)n2nc(OCc3ncnn3C)c(-c3ccsc3)c12. Starting materials: Cc1c(Br)csc1C(=O)O, ClCCCl, CN(C)C=O, O=S(Cl)Cl. The product is Cc1c(Br)csc1C(=O)Cl. As a reaction SMILES: [Br:1][c:2]1[c:3]([CH3:10])[c:4]([C:7](=[O:8])[OH:9])[s:5][cH:6]1.[Cl:20][CH2:21][CH2:22][Cl:23].[O:15]=[CH:16][N:17]([CH3:18])[CH3:19].[S:11]([Cl:12])([Cl:13])=[O:14]>>[Br:1][c:2]1[c:3]([CH3:10])[c:4]([C:7](=[O:8])[Cl:13])[s:5][cH:6]1. Reported procedure: A solution of 3-(4-{2-[(bicyclo[4.2.0]octa-1(6),2,4-triene-7-carbonyl)-heptyl-amino]-ethyl}-phenyl)-2-ethoxy-propionic acid methyl ester (96 mg, 0.20 mmol) and 1 M LiOH (0.60 mmol, 0.60 mL) in tetrahydrofuran (3 mL) was allowed to stir at room temperature for 16 hours. 2 N HCL was then added until the solution had a pH<2. After dilution with twice its volume in water, the aqueous layer was extracted with diethyl ether (2×). The organic layers were combined, washed with 2 M HCl (2×), dried over a... Product: C1=2C=CC=CC2C(C1)C(=O)N(CCC1=CC=C(C=C1)CC(C(=O)O)OCC)CCCCCCC (3-(4-{2-[(bicyclo[4.2.0]octa-1(6),2,4-triene-7-carbonyl)-heptyl-amino]-ethyl}-phenyl)-2-ethoxy-propionic acid). As a reaction SMILES: C[O:2][C:3](=[O:35])[CH:4]([O:32][CH2:33][CH3:34])[CH2:5][C:6]1[CH:11]=[CH:10][C:9]([CH2:12][CH2:13][N:14]([C:22]([CH:24]2[CH2:31][C:30]3[CH:29]=[CH:28][CH:27]=[CH:26][C:25]2=3)=[O:23])[CH2:15][CH2:16][CH2:17][CH2:18][CH2:19][CH2:20][CH3:21])=[CH:8][CH:7]=1.[Li+].[OH-]>O1CCCC1>[C:30]12[CH2:31][CH:24]([C:22]([N:14]([CH2:15][CH2:16][CH2:17][CH2:18][CH2:19][CH2:20][CH3:21])[CH2:13][CH2:12][C:9]3[CH:8]=[CH:7][C:6]([CH2:5][CH:4]([O:32][CH2:33][CH3:34])[C:3]([OH:35])=[O:2])=[CH:11][CH:10]=3)=[O:23])[C:25]=1[CH:26]=[CH:27][CH:28]=[CH:29]2 |f:1.2|. The solvent is O1CCCC1 (tetrahydrofuran). Reactants: COC(C(CC1=CC=C(C=C1)CCN(CCCCCCC)C(=O)C1C=2C=CC=CC2C1)OCC)=O (3-(4-{2-[(bicyclo[4.2.0]octa-1(6),2,4-triene-7-carbonyl)-heptyl-amino]-ethyl}-phenyl)-2-ethoxy-propionic acid methyl ester), [Li+].[OH-] (LiOH). Yield: 60.1%. Reaction conditions: time 16 hour. Reactants: [Br-], CC(C)(C)c1ccc([Mg+])cc1, [Cl-], Cl, CC(C)c1cc2c(c(-c3ccc(F)cc3)c1C=O)C(=O)CC1(CCC1)O2, [NH4+], C1CCOC1. Yields the product CC(C)c1cc2c(c(-c3ccc(F)cc3)c1C(O)c1ccc(C(C)(C)C)cc1)C(=O)CC1(CCC1)O2. As a reaction SMILES: [Br-:27].[C:28]([CH3:29])([CH3:30])([CH3:31])[c:32]1[cH:33][cH:34][c:35]([Mg+:38])[cH:36][cH:37]1.[Cl-:39].[ClH:46].[F:1][c:2]1[cH:3][cH:4][c:5](-[c:8]2[c:9]3[c:14]([cH:15][c:16]([CH:20]([CH3:21])[CH3:22])[c:17]2[CH:18]=[O:19])[O:13][C:12]2([CH2:11][C:10]3=[O:26])[CH2:23][CH2:24][CH2:25]2)[cH:6][cH:7]1.[NH4+:40].[O:41]1[CH2:42][CH2:43][CH2:44][CH2:45]1>>[F:1][c:2]1[cH:3][cH:4][c:5](-[c:8]2[c:9]3[c:14]([cH:15][c:16]([CH:20]([CH3:21])[CH3:22])[c:17]2[CH:18]([OH:19])[c:35]2[cH:34][cH:33][c:32]([C:28]([CH3:29])([CH3:30])[CH3:31])[cH:37][cH:36]2)[O:13][C:12]2([CH2:11][C:10]3=[O:26])[CH2:23][CH2:24][CH2:25]2)[cH:6][cH:7]1.